From a dataset of the Open Reaction Database (ORD), a public repository of structured organic reaction records. describe an organic reaction: reactants, conditions, products, and yield Starting materials: BrCC1=CC(=C(C(=O)OC)C=C1)F (Methyl 4-(bromomethyl)-2-fluorobenzoate), FC=1C=C(C=CC1)B(O)O (3-fluorophenylboronic acid), C([O-])([O-])=O.[Na+].[Na+] (sodium carbonate). Reagents/catalysts: C=1C=CC(=CC1)[P](C=2C=CC=CC2)(C=3C=CC=CC3)[Pd]([P](C=4C=CC=CC4)(C=5C=CC=CC5)C=6C=CC=CC6)([P](C=7C=CC=CC7)(C=8C=CC=CC8)C=9C=CC=CC9)[P](C=1C=CC=CC1)(C=1C=CC=CC1)C=1C=CC=CC1 (tetrakis(triphenylphosphine)palladium(0)). Run in O (water), COCCOC (1,2-dimethoxyethane), C(C)(=O)OCC (ethyl acetate). Run at temperature 130 celsius. The product is FC1=C(C(=O)OC)C=CC(=C1)CC1=CC(=CC=C1)F (methyl 2-fluoro-4-(3-fluorobenzyl)benzoate). Yield: 51.7%. Reaction SMILES: Br[CH2:2][C:3]1[CH:12]=[CH:11][C:6]([C:7]([O:9][CH3:10])=[O:8])=[C:5]([F:13])[CH:4]=1.[F:14][C:15]1[CH:16]=[C:17](B(O)O)[CH:18]=[CH:19][CH:20]=1.C(=O)([O-])[O-].[Na+].[Na+]>O.COCCOC.C(OCC)(=O)C.C1C=CC([P]([Pd]([P](C2C=CC=CC=2)(C2C=CC=CC=2)C2C=CC=CC=2)([P](C2C=CC=CC=2)(C2C=CC=CC=2)C2C=CC=CC=2)[P](C2C=CC=CC=2)(C2C=CC=CC=2)C2C=CC=CC=2)(C2C=CC=CC=2)C2C=CC=CC=2)=CC=1>[F:13][C:5]1[CH:4]=[C:3]([CH2:2][C:19]2[CH:18]=[CH:17][CH:16]=[C:15]([F:14])[CH:20]=2)[CH:12]=[CH:11][C:6]=1[C:7]([O:9][CH3:10])=[O:8] |f:2.3.4,^1:46,48,67,86|. Procedure: Methyl 4-(bromomethyl)-2-fluorobenzoate (0.300 g; 1.21 mmol) was suspended in a mixture of water (1 mL) and 1,2-dimethoxyethane (3 mL) and 3-fluorophenylboronic acid (0.193 g; 1.34 mmol), tetrakis(triphenylphosphine)palladium(0) (0.071 g; 0.0061 mmol) and sodium carbonate (0.259 g; 2.43 mmol) were successively added. The resulting suspension was heated at 130° C. in a microwave oven for 20 minutes. The reaction mixture was diluted with ethyl acetate, and washed with water. The organic layer was ... Starting materials: NC1=NC(=C(C(=N1)C=1OC=CC1)C#N)S(=O)C (2-amino-4-furan-2-yl-6-methanesulfinyl-pyrimidine-5-carbonitrile), Cl.Cl.CC=1C(=NC=CC1)CN (C-(3-methyl-pyridin-2-yl)-methylamine dihydrochloride), C1CCC2=NCCCN2CC1 (DBU). The solvent is COCCOC (DME). The product is NC1=NC(=C(C(=N1)C=1OC=CC1)C#N)NCC1=NC=CC=C1C (2-Amino-4-furan-2-yl-6-[(3-methyl-pyridin-2-yl-methyl)-amino]-pyrimidine-5-carbonitrile). RXN SMILES: [NH2:1][C:2]1[N:7]=[C:6]([C:8]2[O:9][CH:10]=[CH:11][CH:12]=2)[C:5]([C:13]#[N:14])=[C:4](S(C)=O)[N:3]=1.Cl.Cl.[CH3:20][C:21]1[C:22]([CH2:27][NH2:28])=[N:23][CH:24]=[CH:25][CH:26]=1.C1CCN2C(=NCCC2)CC1>COCCOC>[NH2:1][C:2]1[N:7]=[C:6]([C:8]2[O:9][CH:10]=[CH:11][CH:12]=2)[C:5]([C:13]#[N:14])=[C:4]([NH:28][CH2:27][C:22]2[C:21]([CH3:20])=[CH:26][CH:25]=[CH:24][N:23]=2)[N:3]=1 |f:1.2.3|. Procedure: From 2-amino-4-furan-2-yl-6-methanesulfinyl-pyrimidine-5-carbonitrile, C-(3-methyl-pyridin-2-yl)-methylamine dihydrochloride and DBU in DME. ES-MS m/e (%): 307 (M+H+, 100). The reactants are C(C)(=O)N1CCC(=CC1)C1=CC(=C(C=C1F)C(CC(=O)OCC)=O)F (ethyl 4-(1-acetyl-1,2,3,6-tetrahydro-4-pyridyl)-2,5-difluoro-β-oxobenzenepropionate). Run in C(C)(=O)OC(C)=O (acetic anhydride), C(OCC)(OCC)OCC (trietyl orthoformate). The product is C(C)(=O)N1CCC(=CC1)C1=CC(=C(C=C1F)C(C(C(=O)OCC)=COCC)=O)F (Ethyl 4-(1-acetyl-1,2,3,6-tetrahydro-4-pyridyl)-α-(ethoxymethylene)-2,5-difluoro-β-oxobenzenepropionate). As a reaction SMILES: [C:1]([N:4]1[CH2:9][CH:8]=[C:7]([C:10]2[C:15]([F:16])=[CH:14][C:13]([C:17](=[O:24])[CH2:18][C:19]([O:21][CH2:22][CH3:23])=[O:20])=[C:12]([F:25])[CH:11]=2)[CH2:6][CH2:5]1)(=[O:3])[CH3:2]>C(OC(=O)C)(=O)C.C(OCC)(OCC)OCC>[C:1]([N:4]1[CH2:5][CH:6]=[C:7]([C:10]2[C:15]([F:16])=[CH:14][C:13]([C:17](=[O:24])[C:18](=[CH:22][O:21][CH2:19][CH3:18])[C:19]([O:21][CH2:22][CH3:23])=[O:20])=[C:12]([F:25])[CH:11]=2)[CH2:8][CH2:9]1)(=[O:3])[CH3:2]. Procedure: A solution of 3.95 g (11.25 mmol) ethyl 4-(1-acetyl-1,2,3,6-tetrahydro-4-pyridyl)-2,5-difluoro-β-oxobenzenepropionate in 25 ml of acetic anhydride and 2.8 ml of trietyl orthoformate was refluxed 1.5 hours. The title compound was isolated as a syrup after evaporation under vacuum in an oil bath at 80° C. Yields the product COc1ccc(F)c(-c2cc(F)c(CO)cc2C2=CCCC2(C)C)c1. RXN SMILES: [Al+3:29].[CH2:36]1[O:37][CH2:38][CH2:39][CH2:40]1.[CH3:1][C:2]1([CH3:27])[CH2:3][CH2:4][CH:5]=[C:6]1[c:7]1[c:8](-[c:18]2[c:19]([F:26])[cH:20][cH:21][c:22]([O:24][CH3:25])[cH:23]2)[cH:9][c:10]([F:17])[c:11]([C:13](=[O:14])[O:15][CH3:16])[cH:12]1.[H-:28].[H-:31].[H-:32].[H-:33].[Li+:30].[Na+:35].[OH-:34]>>[CH3:1][C:2]1([CH3:27])[CH2:3][CH2:4][CH:5]=[C:6]1[c:7]1[c:8](-[c:18]2[c:19]([F:26])[cH:20][cH:21][c:22]([O:24][CH3:25])[cH:23]2)[cH:9][c:10]([F:17])[c:11]([CH2:13][OH:14])[cH:12]1. Reactants: [Al+3], C1CCOC1, COC(=O)c1cc(C2=CCCC2(C)C)c(-c2cc(OC)ccc2F)cc1F, [H-], [H-], [H-], [H-], [Li+], [Na+], [OH-]. Reactants: C22H23Cl2N5O2, ClC1=CC2=C(NC(=N2)[C@H](C)NC(C2=CC(=C(C=C2)C(=O)N2[C@H](CCC2)CNC(=O)OC(C)(C)C)Cl)=O)C=C1 (N-[(1S)-1-(5-chloro-1H-benzimidazol-2-yl)ethyl]-3-chloro-4-[(2R)-2-(N-tert-butoxycarbonylaminomethyl)pyrrolidin-1-ylcarbonyl]benzamide), FC(C(=O)O)(F)F (trifluoroacetic acid), ClCl (chlorine), ClCCl.CO.N (dichloromethane methanol ammonia), ClCl (chlorine). Procedure: Prepared analogously to Example 17 from N-[(1S)-1-(5-chloro-1H-benzimidazol-2-yl)ethyl]-3-chloro-4-[(2R)-2-(N-tert-butoxycarbonylaminomethyl)pyrrolidin-1-ylcarbonyl]benzamide and trifluoroacetic acid. Yield: 86%; Rf value: 0.10 (silica gel; dichloromethane/methanol/ammonia=9:1:0.1); C22H23Cl2N5O2 (460.36); mass spectrum: (M+H)+=460/462 (chlorine isotope) and (M−H)−=458/460 (chlorine isotope). Reaction SMILES: [Cl:1][C:2]1[CH:38]=[CH:37][C:5]2[NH:6][C:7]([C@@H:9]([NH:11][C:12](=[O:36])[C:13]3[CH:18]=[CH:17][C:16]([C:19]([N:21]4[CH2:25][CH2:24][CH2:23][C@@H:22]4[CH2:26][NH:27]C(OC(C)(C)C)=O)=[O:20])=[C:15]([Cl:35])[CH:14]=3)[CH3:10])=[N:8][C:4]=2[CH:3]=1.FC(F)(F)C(O)=O.ClCCl.CO.N.ClCl>>[Cl:1][C:2]1[CH:38]=[CH:37][C:5]2[NH:6][C:7]([C@@H:9]([NH:11][C:12](=[O:36])[C:13]3[CH:18]=[CH:17][C:16]([C:19]([N:21]4[CH2:25][CH2:24][CH2:23][C@@H:22]4[CH2:26][NH2:27])=[O:20])=[C:15]([Cl:35])[CH:14]=3)[CH3:10])=[N:8][C:4]=2[CH:3]=1 |f:2.3.4|. The product is ClC1=CC2=C(NC(=N2)[C@H](C)NC(C2=CC(=C(C=C2)C(=O)N2[C@H](CCC2)CN)Cl)=O)C=C1 (N-[(1S)-1-(5-chloro-1H-benzimidazol-2-yl)ethyl]-3-chloro-4-[(2R)-2-aminomethylpyrrolidin-1-ylcarbonyl]benzamide). Yield: 86.0%.